This data is from the Open Reaction Database (ORD), a public repository of structured organic reaction records. The task is: describe an organic reaction: reactants, conditions, products, and yield The reactants are CC(=O)O, CO, OC1CC2CCC(C1)N2, ClCCl, ClC(Cl)Cl, N#N, [Na+], [OH-], O=Cc1ccc(-c2ccc3ncnc(Nc4ccc5c(ccn5S(=O)(=O)c5ccccc5)c4)c3c2)cc1. Product: O=S(=O)(c1ccccc1)n1ccc2cc(Nc3ncnc4ccc(-c5ccc(CN6C7CCC6CC(O)C7)cc5)cc34)ccc21. Reaction SMILES: [C:54]([OH:55])(=[O:56])[CH3:57].[CH3:58][OH:59].[CH:1]12[CH2:2][CH:3]([OH:9])[CH2:4][CH:5]([CH2:6][CH2:7]1)[NH:8]2.[Cl:51][CH2:52][Cl:53].[Cl:60][CH:61]([Cl:62])[Cl:63].[N:47]#[N:48].[Na+:50].[OH-:49].[c:10]1([S:16](=[O:17])(=[O:18])[n:19]2[cH:20][cH:21][c:22]3[cH:23][c:24]([NH:28][c:29]4[n:30][cH:31][n:32][c:33]5[cH:34][cH:35][c:36](-[c:39]6[cH:40][cH:41][c:42]([CH:43]=[O:44])[cH:45][cH:46]6)[cH:37][c:38]45)[cH:25][cH:26][c:27]23)[cH:11][cH:12][cH:13][cH:14][cH:15]1>>[CH:1]12[CH2:2][CH:3]([OH:9])[CH2:4][CH:5]([CH2:6][CH2:7]1)[N:8]2[CH2:43][c:42]1[cH:41][cH:40][c:39](-[c:36]2[cH:35][cH:34][c:33]3[n:32][cH:31][n:30][c:29]([NH:28][c:24]4[cH:23][c:22]5[cH:21][cH:20][n:19]([S:16]([c:10]6[cH:11][cH:12][cH:13][cH:14][cH:15]6)(=[O:17])=[O:18])[c:27]5[cH:26][cH:25]4)[c:38]3[cH:37]2)[cH:46][cH:45]1.